This data is from the Open Reaction Database (ORD), a public repository of structured organic reaction records. The task is: describe an organic reaction: reactants, conditions, products, and yield The reactants are ice water, ClC1=C(C(=CC=C1)C=COC)Cl (1,2-dichloro-3-(2-methoxyethenyl)benzene), Cl(=O)(=O)(=O)O (perchloric acid). Solvent: C1CCOC1 (THF), O (water). Yields the product ClC1=C(C=CC=C1Cl)CC=O (2,3-dichlorobenzeneacetaldehyde). The yield is 99.4%. As a reaction SMILES: [Cl:1][C:2]1[CH:7]=[CH:6][CH:5]=[C:4]([CH:8]=[CH:9][O:10]C)[C:3]=1[Cl:12].Cl(O)(=O)(=O)=O>C1COCC1.O>[Cl:12][C:3]1[C:2]([Cl:1])=[CH:7][CH:6]=[CH:5][C:4]=1[CH2:8][CH:9]=[O:10]. Procedure: To a solution of 15.0 g (0.074 mole) 1,2-dichloro-3-(2-methoxyethenyl)benzene in 150 ml of THF was added 15 ml of 35% perchloric acid in water. The reaction was refluxed for 3.5 hr then poured into ice/water. The aqueous layer was extracted two times with ether, the organics were washed with water, brine and dried (MgSO4). Evaporation of the solvent gave 13.91 g of crude 2,3-dichlorobenzeneacetaldehyde a yellow oil (99%). Starting materials: CCOC=C1N=C(c2cccc3ccccc23)OC1=O, CS(C)=O, N=C(Nc1ccccc1)N1CCNCC1, O=c1[nH]cco1. Product: N=C(Nc1ccccc1)N1CCN(C=C2N=C(c3cccc4ccccc34)OC2=O)CC1. As a reaction SMILES: [CH2:22]([O:23][CH:25]=[C:26]1[N:27]=[C:28]([c:32]2[cH:33][cH:34][cH:35][c:36]3[cH:37][cH:38][cH:39][cH:40][c:41]23)[O:29][C:30]1=[O:31])[CH3:24].[CH3:42][S:43]([CH3:44])=[O:45].[c:7]1([NH:13][C:14](=[NH:15])[N:16]2[CH2:17][CH2:18][NH:19][CH2:20][CH2:21]2)[cH:8][cH:9][cH:10][cH:11][cH:12]1.[o:1]1[cH:2][cH:3][nH:4][c:5]1=[O:6]>>[c:7]1([NH:13][C:14](=[NH:15])[N:16]2[CH2:17][CH2:18][N:19]([CH:25]=[C:26]3[N:27]=[C:28]([c:32]4[cH:33][cH:34][cH:35][c:36]5[cH:37][cH:38][cH:39][cH:40][c:41]45)[O:29][C:30]3=[O:31])[CH2:20][CH2:21]2)[cH:8][cH:9][cH:10][cH:11][cH:12]1.